From a dataset of the Open Reaction Database (ORD), a public repository of structured organic reaction records. describe an organic reaction: reactants, conditions, products, and yield The reactants are CC(C)CCON=O, CCOC(=O)c1cnn(-c2ccc(F)cc2)c1N, C1CCOC1. The product is CCOC(=O)c1cnn(-c2ccc(F)cc2)c1. Reaction SMILES: [CH3:19][CH:20]([CH2:21][CH2:22][O:23][N:24]=[O:25])[CH3:26].[NH2:1][c:2]1[c:3]([C:14](=[O:15])[O:16][CH2:17][CH3:18])[cH:4][n:5][n:6]1-[c:7]1[cH:8][cH:9][c:10]([F:13])[cH:11][cH:12]1.[O:27]1[CH2:28][CH2:29][CH2:30][CH2:31]1>>[cH:2]1[c:3]([C:14](=[O:15])[O:16][CH2:17][CH3:18])[cH:4][n:5][n:6]1-[c:7]1[cH:8][cH:9][c:10]([F:13])[cH:11][cH:12]1. The reactants are C(C)(C)(C)C1=CC(=C(C=N1)C=1N([C@]([C@](N1)(C)C1=CC=C(C=C1)Cl)(C)C1=CC=C(C=C1)Cl)C(=O)N1CCC(CC1)CC(=O)O)OCC ({1-[(4S,5R)-2-(6-tert-butyl-4-ethoxy-pyridin-3-yl)-4,5-bis-(4-chloro-phenyl)-4,5-dimethyl-4,5-dihydro-imidazole-1-carbonyl]-piperidin-4-yl}-acetic acid), C1(=CC=CC=C1)[C@H](C)N ((S)-(−)-1-phenylethylamine). Product: C(C)(C)(C)C1=CC(=C(C=N1)C=1N([C@]([C@](N1)(C)C1=CC=C(C=C1)Cl)(C)C1=CC=C(C=C1)Cl)C(=O)N1CCC(CC1)CC(=O)N[C@@H](C)C1=CC=CC=C1)OCC (2-{1-[(4S,5R)-2-(6-tert-Butyl-4-ethoxy-pyridin-3-yl)-4,5-bis-(4-chloro-phenyl)-4,5-dimethyl-4,5-dihydro-imidazole-1-carbonyl]-piperidin-4-yl}-N-((S)-1-phenyl-ethyl)-acetamide). RXN SMILES: [C:1]([C:5]1[N:10]=[CH:9][C:8]([C:11]2[N:12]([C:32]([N:34]3[CH2:39][CH2:38][CH:37]([CH2:40][C:41]([OH:43])=O)[CH2:36][CH2:35]3)=[O:33])[C@@:13]([C:25]3[CH:30]=[CH:29][C:28]([Cl:31])=[CH:27][CH:26]=3)([CH3:24])[C@@:14]([C:17]3[CH:22]=[CH:21][C:20]([Cl:23])=[CH:19][CH:18]=3)([CH3:16])[N:15]=2)=[C:7]([O:44][CH2:45][CH3:46])[CH:6]=1)([CH3:4])([CH3:3])[CH3:2].[C:47]1([C@@H:53]([NH2:55])[CH3:54])[CH:52]=[CH:51][CH:50]=[CH:49][CH:48]=1>>[C:1]([C:5]1[N:10]=[CH:9][C:8]([C:11]2[N:12]([C:32]([N:34]3[CH2:35][CH2:36][CH:37]([CH2:40][C:41]([NH:55][C@H:53]([C:47]4[CH:52]=[CH:51][CH:50]=[CH:49][CH:48]=4)[CH3:54])=[O:43])[CH2:38][CH2:39]3)=[O:33])[C@@:13]([C:25]3[CH:30]=[CH:29][C:28]([Cl:31])=[CH:27][CH:26]=3)([CH3:24])[C@@:14]([C:17]3[CH:22]=[CH:21][C:20]([Cl:23])=[CH:19][CH:18]=3)([CH3:16])[N:15]=2)=[C:7]([O:44][CH2:45][CH3:46])[CH:6]=1)([CH3:4])([CH3:2])[CH3:3]. Procedure: In a manner analogous to the method described in example 163, {1-[(4S,5R)-2-(6-tert-butyl-4-ethoxy-pyridin-3-yl)-4,5-bis-(4-chloro-phenyl)-4,5-dimethyl-4,5-dihydro-imidazole-1-carbonyl]-piperidin-4-yl}-acetic acid was reacted with (S)-(−)-1-phenylethylamine (Aldrich) to give the title product. LC-MS (ES+) 768 [(M+H)+]. The reactants are O.O.[Sn](Cl)Cl (Tin (II) chloride dihydrate), ClC1=NC(=C(C(=N1)NC)[N+](=O)[O-])Cl (2,6-dichloro-N-methyl-5-nitropyrimidine-4-amine). Solvent: CCO (EtOH). Conditions: time 3 hour. Product: ClC1=NC(=C(C(=N1)NC)N)Cl (2,6-dichloro-N4-methylpyrimidine-4,5-diamine). Yield: 81.9%. As a reaction SMILES: O.O.[Sn](Cl)Cl.[Cl:6][C:7]1[N:12]=[C:11]([NH:13][CH3:14])[C:10]([N+:15]([O-])=O)=[C:9]([Cl:18])[N:8]=1>CCO>[Cl:6][C:7]1[N:12]=[C:11]([NH:13][CH3:14])[C:10]([NH2:15])=[C:9]([Cl:18])[N:8]=1 |f:0.1.2|. Reported procedure: Tin (II) chloride dihydrate (2.0 g) was added to a solution of 2,6-dichloro-N-methyl-5-nitropyrimidine-4-amine (680 mg) in EtOH (13 mL) at room temperature. The mixture was stirred at room temperature for 3 hours, and stirred at 90° C. for 2 hours. The reaction mixture was cooled to room temperature, and concentrated under reduced pressure. EtOAc and a saturated aqueous NaHCO3 solution were added to the residue, and the insoluble material was separated by filtration using Celite. Extraction was ... The reactants are C(C)(C)(C)OC(=O)NC(C(=O)O)C1CC1 (2-(tert-Butoxycarbonylamino)-2-cyclopropylacetic acid), CC1(OC(=O)CC(=O)O1)C (Meldrum's acid), C(Cl)Cl (CH2Cl2), CCN=C=NCCCN(C)C (EDAC). The reagents and catalysts are CN(C)C=1C=CN=CC1 (DMAP). Run in CCOC(=O)C (EtOAc). Conditions: time 16 hour. The product is C1(CC1)[C@@H]1N(C(CC1=O)=O)C(=O)OC(C)(C)C ((s)-tert-Butyl 2-cyclopropyl-3,5-dioxopyrrolidine-1-carboxylate), oil. Yield: 69.0%. Reaction SMILES: [C:1]([O:5][C:6]([NH:8][CH:9]([CH:13]1[CH2:15][CH2:14]1)[C:10]([OH:12])=O)=[O:7])([CH3:4])([CH3:3])[CH3:2].[CH3:16][C:17]1(C)OC(=O)CC(=O)[O:18]1.C(Cl)Cl.CCN=C=NCCCN(C)C>CN(C1C=CN=CC=1)C.CCOC(C)=O>[CH:13]1([C@H:9]2[C:10](=[O:12])[CH2:16][C:17](=[O:18])[N:8]2[C:6]([O:5][C:1]([CH3:2])([CH3:3])[CH3:4])=[O:7])[CH2:15][CH2:14]1. Reported procedure: 2-(tert-Butoxycarbonylamino)-2-cyclopropylacetic acid (13) (5.47 g, 25.4 mmol), Meldrum's acid (14) (4.02 g, 27.9 mmol), and DMAP (4.34 g, 35.56 mmol) were added to CH2Cl2 (100 mL) under nitrogen at 0° C. After 30 minutes EDAC (6.81 g, 35.56 mmol) was added. The reaction was stirred 16 hr at rt and poured into EtOAc (300 mL), washed with brine (200 ml), 5% citric acid (300 mL), and again brine (200 mL). The organic phase was then refluxed for 1 hr. The mixture was evaporated to give (S)-tert-but... Starting materials: [OH-].[Na+] (NaOH), COC(=O)C=1C=C2C(CC(N(C2=CC1)C(C)=O)(C)C)(C)C1=CC=CC=C1 (1-acetyl-4-phenyl-1,2,3,4-tetrahydro-2,2,4-trimethylquinoline-6-carboxylic acid methyl ester), O (water). Run in O1CCOCC1.O (dioxane water). Run at time 18 hour. Yields the product C(C)(=O)N1C(CC(C2=CC(=CC=C12)C(=O)O)(C)C1=CC=CC=C1)(C)C (1-Acetyl-4-phenyl-1,2,3,4-tetrahydro-2,2,4-trimethylquinoline-6-carboxylic acid). Reaction SMILES: [OH-].[Na+].C[O:4][C:5]([C:7]1[CH:8]=[C:9]2[C:14](=[CH:15][CH:16]=1)[N:13]([C:17](=[O:19])[CH3:18])[C:12]([CH3:21])([CH3:20])[CH2:11][C:10]2([C:23]1[CH:28]=[CH:27][CH:26]=[CH:25][CH:24]=1)[CH3:22])=[O:6].O>O1CCOCC1.O>[C:17]([N:13]1[C:14]2[C:9](=[CH:8][C:7]([C:5]([OH:6])=[O:4])=[CH:16][CH:15]=2)[C:10]([C:23]2[CH:28]=[CH:27][CH:26]=[CH:25][CH:24]=2)([CH3:22])[CH2:11][C:12]1([CH3:21])[CH3:20])(=[O:19])[CH3:18] |f:0.1,4.5|. Procedure: A 2 M NaOH solution was added dropwise to a stirred solution of 1-acetyl-4-phenyl-1,2,3,4-tetrahydro-2,2,4-trimethylquinoline-6-carboxylic acid methyl ester (1.2 g) in dioxane/water 4:1 (v/v) (50 ml) until pH 12. After stirring for 18 h, the reaction mixture was poured into water and extracted with ethyl acetate at pH 2. The organic layer was washed with water and brine, dried (MgSO4) and concentrated in vacuo. Reactants: C(C)(=O)O (acetic acid), C(C)OC(=O)C1C(CCC1)N(CC1=NC=CC=C1)C(CC1=NS(C2=C(N1)C=CC(=C2)NS(=O)(=O)C)(=O)=O)=O (2-{[2-(7-methanesulfonylamino-1,1-dioxo-1,4-dihydro-1λ6-benzo[1,2,4]thiadiazin-3-yl)-acetyl]-pyridin-2-ylmethyl-amino}-cyclopentanecarboxylic acid ethyl ester), [O-]CC.[Na+] (sodium ethoxide). Run in C(C)O (ethanol), C(C)O (ethanol). Run at temperature 60 celsius, time 16 hour. Yields the product OC1=C(C(N([C@H]2CCC[C@@H]12)CC1=NC=CC=C1)=O)C1=NS(C2=C(N1)C=CC(=C2)NS(=O)(=O)C)(=O)=O (cis-N-[3-(4-hydroxy-2-oxo-1-pyridin-2-ylmethyl-2,4a,5,6,7,7a-hexahydro-1H-[1]pyrindin-3-yl)-1,1-dioxo-1,4-dihydro-1λ6-benzo[1,2,4]thiadiazin-7-yl]-methanesulfonamide). The yield is 22.4%. As a reaction SMILES: C([O:3][C:4]([CH:6]1[CH2:10][CH2:9][CH2:8][CH:7]1[N:11]([C:19](=[O:38])[CH2:20][C:21]1[NH:26][C:25]2[CH:27]=[CH:28][C:29]([NH:31][S:32]([CH3:35])(=[O:34])=[O:33])=[CH:30][C:24]=2[S:23](=[O:37])(=[O:36])[N:22]=1)[CH2:12][C:13]1[CH:18]=[CH:17][CH:16]=[CH:15][N:14]=1)=O)C.[O-]CC.[Na+].C(O)(=O)C>C(O)C>[OH:3][C:4]1[C@H:6]2[C@H:7]([CH2:8][CH2:9][CH2:10]2)[N:11]([CH2:12][C:13]2[CH:18]=[CH:17][CH:16]=[CH:15][N:14]=2)[C:19](=[O:38])[C:20]=1[C:21]1[NH:26][C:25]2[CH:27]=[CH:28][C:29]([NH:31][S:32]([CH3:35])(=[O:33])=[O:34])=[CH:30][C:24]=2[S:23](=[O:37])(=[O:36])[N:22]=1 |f:1.2|. Procedure: A solution of 2-{[2-(7-methanesulfonylamino-1,1-dioxo-1,4-dihydro-1λ6-benzo[1,2,4]thiadiazin-3-yl)-acetyl]-pyridin-2-ylmethyl-amino}-cyclopentanecarboxylic acid ethyl ester (0.043 g, 0.076 mmol) in ethanol (5 mL) was treated with a 21% w/w solution of sodium ethoxide in ethanol (0.114 mL) and stirred for 16 h at 60° C. Glacial acetic acid (0.100 mL) was added, the solvents were removed in vacuo, and the residue was purified by prep-HPLC [Column Luna 5μ C18 (2) 100 Å AXIA 50×21.2 mm, 5 micron, 30...